This data is from the Open Reaction Database (ORD), a public repository of structured organic reaction records. The task is: describe an organic reaction: reactants, conditions, products, and yield Reactants: CC(=O)OC(C)(C)C, [Li]CCCC, C[Si](C)(C)N[Si](C)(C)C, Cc1ccccc1, CN(C)c1ccccc1-c1ccccc1P(C1CCCCC1)C1CCCCC1, Clc1cc2ccccc2c(Cl)n1, O=C(C=Cc1ccccc1)C=Cc1ccccc1, O=C(C=Cc1ccccc1)C=Cc1ccccc1, O=C(C=Cc1ccccc1)C=Cc1ccccc1, [Pd], [Pd]. Product: CC(C)(C)OC(=O)Cc1nc(Cl)cc2ccccc12. RXN SMILES: [C:43]([CH3:44])([CH3:45])([CH3:46])[O:47][C:48]([CH3:49])=[O:50].[CH3:10][CH2:11][CH2:12][CH2:13][Li:14].[CH3:1][Si:2]([CH3:3])([CH3:4])[NH:5][Si:6]([CH3:7])([CH3:8])[CH3:9].[CH3:63][c:64]1[cH:65][cH:66][cH:67][cH:68][cH:69]1.[CH:15]1([P:16]([CH:17]2[CH2:18][CH2:19][CH2:20][CH2:21][CH2:22]2)[c:23]2[cH:24][cH:25][cH:26][cH:27][c:28]2-[c:29]2[cH:30][cH:31][cH:32][cH:33][c:34]2[N:35]([CH3:36])[CH3:37])[CH2:38][CH2:39][CH2:40][CH2:41][CH2:42]1.[Cl:51][c:52]1[n:53][c:54]([Cl:62])[cH:55][c:56]2[cH:57][cH:58][cH:59][cH:60][c:61]12.[O:108]=[C:109]([CH:110]=[CH:111][c:112]1[cH:113][cH:114][cH:115][cH:116][cH:117]1)[CH:118]=[CH:119][c:120]1[cH:121][cH:122][cH:123][cH:124][cH:125]1.[O:72]=[C:73]([CH:74]=[CH:75][c:76]1[cH:77][cH:78][cH:79][cH:80][cH:81]1)[CH:82]=[CH:83][c:84]1[cH:85][cH:86][cH:87][cH:88][cH:89]1.[O:90]=[C:91]([CH:92]=[CH:93][c:94]1[cH:95][cH:96][cH:97][cH:98][cH:99]1)[CH:100]=[CH:101][c:102]1[cH:103][cH:104][cH:105][cH:106][cH:107]1.[Pd:70].[Pd:71]>>[C:43]([CH3:44])([CH3:45])([CH3:46])[O:47][C:48]([CH2:49][c:52]1[n:53][c:54]([Cl:62])[cH:55][c:56]2[cH:57][cH:58][cH:59][cH:60][c:61]12)=[O:50]. The reactants are OC1=C(C(NC2=CC=C(C=C12)C)=S)C(=O)C1=CC=C(C=C1)C ((4-Hydroxy-6-methyl-2-thioxo-1,2-dihydroquinolin-3-yl)(4-methylphenyl)methanone), NOS(=O)(=O)O (hydroxylamine-O-sulfonic acid), [OH-].[Li+] (lithium hydroxide). The solvent is CO (methanol), CO (methanol). Run at time 30 hour. Product: CC=1C=C2C(C3=C(NC2=CC1)SN=C3C3=CC=C(C=C3)C)=O (6-Methyl-3-(4-methylphenyl)isothiazolo[5,4-b]quinolin-4(9H)-one). Yield: 55.4%. As a reaction SMILES: [OH:1][C:2]1[C:11]2[C:6](=[CH:7][CH:8]=[C:9]([CH3:12])[CH:10]=2)[NH:5][C:4](=[S:13])[C:3]=1[C:14]([C:16]1[CH:21]=[CH:20][C:19]([CH3:22])=[CH:18][CH:17]=1)=O.[NH2:23]OS(O)(=O)=O.[OH-].[Li+]>CO>[CH3:12][C:9]1[CH:10]=[C:11]2[C:6](=[CH:7][CH:8]=1)[NH:5][C:4]1[S:13][N:23]=[C:14]([C:16]3[CH:21]=[CH:20][C:19]([CH3:22])=[CH:18][CH:17]=3)[C:3]=1[C:2]2=[O:1] |f:2.3|. Procedure: To a solution of 13 (80 mg, 0.259 mmol) in 25 mL of methanol was added a solution of hydroxylamine-O-sulfonic acid (102.6 mg, 0.907 mol) and lithium hydroxide (38.1 mg, 0.907 mmol) in 3 mL of methanol and the mixture was stirred at room temperature for 30 hours. The reaction mixture was concentrated under reduced pressure and applied to flash chromatography. Elution with heptane/EtOAc (3:1) gave 19 as a white solid (44 mg, 55%). mp: 330° C.; Reactants: C(C)(C)(C)OC(=O)N[C@H](C(=O)OC(C)(C)C)CCC(C(=O)OCC)CCCF (1-tert-Butyl 6-ethyl (2S)-2-[(tert-butoxycarbonyl)amino]-5-(3-fluoropropyl)hexanedioate), [OH-].[Li+] (lithium hydroxide), Cl (hydrochloric acid). Solvent: O.C(C)O (water ethanol). Run at time 14 hour. The product is C(C)(C)(C)OC(=O)N[C@H](C(=O)OC(C)(C)C)CCC(C(=O)O)CCCF (1-tert-Butyl 6-hydrogen (2S)-2-[(tert-butoxycarbonyl)amino]-5-(3-fluoropropyl)hexane-dioate). Reaction SMILES: [C:1]([O:5][C:6]([NH:8][C@@H:9]([CH2:17][CH2:18][CH:19]([CH2:25][CH2:26][CH2:27][F:28])[C:20]([O:22]CC)=[O:21])[C:10]([O:12][C:13]([CH3:16])([CH3:15])[CH3:14])=[O:11])=[O:7])([CH3:4])([CH3:3])[CH3:2].[OH-].[Li+].Cl>O.C(O)C>[C:1]([O:5][C:6]([NH:8][C@@H:9]([CH2:17][CH2:18][CH:19]([CH2:25][CH2:26][CH2:27][F:28])[C:20]([OH:22])=[O:21])[C:10]([O:12][C:13]([CH3:14])([CH3:15])[CH3:16])=[O:11])=[O:7])([CH3:4])([CH3:2])[CH3:3] |f:1.2,4.5|. Procedure: A mixture of 1-tert-Butyl 6-ethyl (2S)-2-[(tert-butoxycarbonyl)amino]-5-(3-fluoropropyl)-hexanedioate (1f) (90.0 mg, 0.22 mmol) and lithium hydroxide (53.0 mg, 2.22 mmol) in 1 mL water/ethanol (1:1) was stirred for 14 h at r.t. The mixture was acidified to pH 2 by addition of 2 N aqueous hydrochloric acid and extracted with ethyl acetate (3×5 mL). The combined organic layers were dried over sodium sulphate and concentrated under reduced pressure. The reactants are C(=NC1CCCCC1)=NC1CCCCC1, ClCCl, Cl, CCCC(C)(c1ccc(F)cc1)c1cc(O)c2c(c1)OC(C)C1CCC(C)(C)CC21, O=C(O)CCCN1CCCCC1, C1=CCOC=C1, O. Product: CCCC(C)(c1ccc(F)cc1)c1cc(OC(=O)CCCN2CCCCC2)c2c(c1)OC(C)C1CCC(C)(C)CC21. As a reaction SMILES: [CH:44]1([N:45]=[C:46]=[N:47][CH:48]2[CH2:49][CH2:50][CH2:51][CH2:52][CH2:53]2)[CH2:54][CH2:55][CH2:56][CH2:57][CH2:58]1.[Cl:66][CH2:67][Cl:68].[ClH:31].[F:1][c:2]1[cH:3][cH:4][c:5]([C:8]([CH2:9][CH2:10][CH3:11])([CH3:12])[c:13]2[cH:14][c:15]([OH:30])[c:16]3[c:17]([cH:29]2)[O:18][CH:19]([CH3:28])[CH:20]2[CH:21]3[CH2:22][C:23]([CH3:26])([CH3:27])[CH2:24][CH2:25]2)[cH:6][cH:7]1.[N:32]1([CH2:38][CH2:39][CH2:40][C:41](=[O:42])[OH:43])[CH2:33][CH2:34][CH2:35][CH2:36][CH2:37]1.[O:59]1[CH:60]=[CH:61][CH:62]=[CH:63][CH2:64]1.[OH2:65]>>[F:1][c:2]1[cH:3][cH:4][c:5]([C:8]([CH2:9][CH2:10][CH3:11])([CH3:12])[c:13]2[cH:14][c:15]([O:30][C:41]([CH2:40][CH2:39][CH2:38][N:32]3[CH2:33][CH2:34][CH2:35][CH2:36][CH2:37]3)=[O:42])[c:16]3[c:17]([cH:29]2)[O:18][CH:19]([CH3:28])[CH:20]2[CH:21]3[CH2:22][C:23]([CH3:26])([CH3:27])[CH2:24][CH2:25]2)[cH:6][cH:7]1. Starting materials: C(C)(C)(C)C=1N=C(C2=C(N1)N(N=N2)CC2=C(C=CC=C2)Cl)N2CCOCC2 (5-tert-Butyl-3-(2-chloro-benzyl)-7-morpholin-4-yl-3H-[1,2,3]triazolo[4,5-d]pyrimidine), C(C)(C)(C)C=1N=C(C2=C(N1)N(N=N2)CC2=C(C=CC=C2)Cl)Cl (5-tert-butyl-7-chloro-3-(2-chlorobenzyl)-3H-[1,2,3]triazolo[4,5-d]pyrimidine), Cl.FC1(CNCC1(F)F)F (3,3,4,4-tetrafluoropyrrolidine hydrochloride). Yields the product C(C)(C)(C)C=1N=C(C2=C(N1)N(N=N2)CC2=C(C=CC=C2)Cl)N2CC(C(C2)(F)F)(F)F (5-tert-Butyl-3-(2-chloro-benzyl)-7-(3,3,4,4-tetrafluoro-pyrrolidin-1-yl)-3H-[1,2,3]triazolo[4,5-d]pyrimidine), gum. Yield: 60.0%. RXN SMILES: C(C1N=C(N2CCOCC2)C2N=NN(CC3C=CC=CC=3Cl)C=2N=1)(C)(C)C.[C:28]([C:32]1[N:33]=[C:34](Cl)[C:35]2[N:40]=[N:39][N:38]([CH2:41][C:42]3[CH:47]=[CH:46][CH:45]=[CH:44][C:43]=3[Cl:48])[C:36]=2[N:37]=1)([CH3:31])([CH3:30])[CH3:29].Cl.[F:51][C:52]1([F:59])[C:56]([F:58])([F:57])[CH2:55][NH:54][CH2:53]1>>[C:28]([C:32]1[N:33]=[C:34]([N:54]2[CH2:55][C:56]([F:58])([F:57])[C:52]([F:59])([F:51])[CH2:53]2)[C:35]2[N:40]=[N:39][N:38]([CH2:41][C:42]3[CH:47]=[CH:46][CH:45]=[CH:44][C:43]=3[Cl:48])[C:36]=2[N:37]=1)([CH3:31])([CH3:30])[CH3:29] |f:2.3|. Procedure: In analogy to the procedure described for the synthesis of 5-tert-butyl-3-(2-chloro-benzyl)-7-morpholin-4-yl-3H-[1,2,3]triazolo[4,5-d]pyrimidine (example 1, step c), the title compound was prepared from 5-tert-butyl-7-chloro-3-(2-chlorobenzyl)-3H-[1,2,3]triazolo[4,5-d]pyrimidine and 3,3,4,4-tetrafluoropyrrolidine hydrochloride and isolated as light-yellow gum (12.6 mg, 60%). MS (m/e): 443.4 (MH+). Product: CC1=[N+](C=CC(=C1C)OCCC)[O-] (2,3-dimethyl-4-propoxypyridine-1-oxide). Reactants: CC1=[N+](C=CC(=C1C)[N+](=O)[O-])[O-] (2,3-dimethyl-4-nitropyridine-1-oxide), C(CC)O (n-propanol), C([O-])([O-])=O.[K+].[K+] (potassium carbonate). Reported procedure: In n-propanol (42 ml) was dissolved 2,3-dimethyl-4-nitropyridine-1-oxide (841 mg). To the solution was added anhydrous potassium carbonate (2.1 g), and the mixture was stirred at 80° C. for 22 hours, followed by filtration with celite. The filtrate was concentrated, and the residue was chromatographed on a column of silica-gel (50 g), which was eluted with 5% methanol.chloroform to yield 2,3-dimethyl-4-propoxypyridine-1-oxide (360 mg) as an oily substance. As a reaction SMILES: [CH3:1][C:2]1[C:7]([CH3:8])=[C:6]([N+]([O-])=O)[CH:5]=[CH:4][N+:3]=1[O-:12].C(=O)([O-])[O-].[K+].[K+].[CH2:19]([OH:22])[CH2:20][CH3:21]>>[CH3:1][C:2]1[C:7]([CH3:8])=[C:6]([O:22][CH2:19][CH2:20][CH3:21])[CH:5]=[CH:4][N+:3]=1[O-:12] |f:1.2.3|. Reaction conditions: temperature 80 celsius, time 22 hour. Starting materials: C(C1=CC=CC=C1)OC1=CC=C(C=2OCCOC21)NC(=O)OCC (5-benzyloxy-8-ethoxycarbonylamino-1,4-benzodioxane), [Cl-].[NH4+] (ammonium chloride). Solvent: N1CCOCC1 (morpholine). Product: C(C1=CC=CC=C1)OC1=CC=C(C=2OCCOC21)NC(=O)N2CCOCC2 (5-benzyloxy-8-morpholinocarbonylamino-1,4-benzodioxane). RXN SMILES: [CH2:1]([O:8][C:9]1[C:18]2[O:17][CH2:16][CH2:15][O:14][C:13]=2[C:12]([NH:19][C:20]([O:22]CC)=O)=[CH:11][CH:10]=1)[C:2]1[CH:7]=[CH:6][CH:5]=[CH:4][CH:3]=1.[Cl-].[NH4+:26]>N1CCOCC1>[CH2:1]([O:8][C:9]1[C:18]2[O:17][CH2:16][CH2:15][O:14][C:13]=2[C:12]([NH:19][C:20]([N:26]2[CH2:10][CH2:9][O:8][CH2:1][CH2:2]2)=[O:22])=[CH:11][CH:10]=1)[C:2]1[CH:3]=[CH:4][CH:5]=[CH:6][CH:7]=1 |f:1.2|. Procedure details: A mixture of 38 g of 5-benzyloxy-8-ethoxycarbonylamino-1,4-benzodioxane (XIg), code number 770 522, and 300 ml of morpholine was brought to reflux for 16 hours, in the presence of a pinch of ammonium chloride. Then the morpholine in excess was evaporated and the residue was recrystallized in 96° ethanol.